Dataset: the Open Reaction Database (ORD), a public repository of structured organic reaction records. Task: describe an organic reaction: reactants, conditions, products, and yield Starting materials: N#CC1(O)CCN(Cc2ccccc2)CC1, [Na+], [OH-], O, O=S(=O)(O)O. The product is NC(=O)C1(O)CCN(Cc2ccccc2)CC1. RXN SMILES: [CH2:1]([c:2]1[cH:3][cH:4][cH:5][cH:6][cH:7]1)[N:8]1[CH2:9][CH2:10][C:11]([C:14]#[N:15])([OH:16])[CH2:12][CH2:13]1.[Na+:18].[OH-:17].[OH2:24].[S:19](=[O:20])(=[O:21])([OH:22])[OH:23]>>[CH2:1]([c:2]1[cH:3][cH:4][cH:5][cH:6][cH:7]1)[N:8]1[CH2:9][CH2:10][C:11]([C:14]([NH2:15])=[O:17])([OH:16])[CH2:12][CH2:13]1. The reactants are C(#N)CC(C(=O)OC)NC(=O)OCC1=CC=CC=C1 (3-cyano-2-benzyloxymethanamido propionic acid, methyl ester), C(CCC)[Sn](CCCC)(CCCC)N=[N+]=[N-] (tri-n-butyltin azide). Run in C1CCOC1 (THF). Yields the product N1N=NN=C1CC(C(=O)OC)NC(=O)OCC1=CC=CC=C1 (3-tetrazolyl-2-benzyloxymethanamido propionic acid, methyl ester). Isolated yield 85.8%. RXN SMILES: [C:1]([CH2:3][CH:4]([NH:9][C:10]([O:12][CH2:13][C:14]1[CH:19]=[CH:18][CH:17]=[CH:16][CH:15]=1)=[O:11])[C:5]([O:7][CH3:8])=[O:6])#[N:2].C([Sn]([N:33]=[N+:34]=[N-:35])(CCCC)CCCC)CCC>C1COCC1>[NH:33]1[C:1]([CH2:3][CH:4]([NH:9][C:10]([O:12][CH2:13][C:14]2[CH:19]=[CH:18][CH:17]=[CH:16][CH:15]=2)=[O:11])[C:5]([O:7][CH3:8])=[O:6])=[N:2][N:35]=[N:34]1. Reported procedure: 2.5 g (9.54 mmol, 1 equiv.) of the compound of Example 51 (3-cyano-2-benzyloxymethanamidopropionic acid, methyl ester) was dissolved in 10 mL of dry THF and 3.0 g (9.54 mmol, 1 equiv.) of tri-n-butyltin azide was added. The reaction was refluxed for 72 hours followed by concentration in vacuo. 50 mL of 1M NaOH was added and the aqueous solution was extracted with ethyl acetate (3×50 mL). The aqueous solution was acidified to pH=1 with 4M HCl and extracted with ethyl acetate (4×60 mL). After dryi... Procedure: Using a procedure similar to that described in Example 1a except adding 1-benzosuberone to the solution of dilithiated benzamide, the title compound was obtained as a white crystalline solid (46%), mp 150°-151° C. Analysis for C18H16O2 : Calculated: C, 81.79; H, 6.10. Found: C, 81.97; H, 6.08. Yields the product C12(OC(C3=CC=CC=C13)=O)CCCCC1=C2C=CC=C1 (Spiro[6,7,8,9-tetrahydro-5H-benzocycloheptene-5,1'-(1,3-dihydroisobenzofuran)]-3'-one), solid. Starting materials: C1CCC(=O)C2=CC=CC=C2C1 (1-benzosuberone), C(C1=CC=CC=C1)(=O)N (benzamide). RXN SMILES: [CH2:1]1[CH2:12][C:11]2[C:6](=[CH:7][CH:8]=[CH:9][CH:10]=2)[C:4](=[O:5])[CH2:3][CH2:2]1.[C:13](N)(=[O:20])[C:14]1[CH:19]=[CH:18][CH:17]=[CH:16][CH:15]=1>>[C:4]12([C:6]3[CH:7]=[CH:8][CH:9]=[CH:10][C:11]=3[CH2:12][CH2:1][CH2:2][CH2:3]1)[C:19]1[C:14](=[CH:15][CH:16]=[CH:17][CH:18]=1)[C:13](=[O:20])[O:5]2. The yield is 46.0%. Reactants: CN(C)C=O, CCOC(C)=O, ClCc1ccccc1, O=[N+]([O-])c1cc(O)ccc1Cl, [H-], [Na+], O. The product is O=[N+]([O-])c1cc(OCc2ccccc2)ccc1Cl. RXN SMILES: [CH3:23][N:24]([CH3:25])[CH:26]=[O:27].[CH3:28][CH2:29][O:30][C:31](=[O:32])[CH3:33].[Cl:14][CH2:15][c:16]1[cH:17][cH:18][cH:19][cH:20][cH:21]1.[Cl:1][c:2]1[c:3]([N+:9](=[O:10])[O-:11])[cH:4][c:5]([OH:8])[cH:6][cH:7]1.[H-:12].[Na+:13].[OH2:22]>>[Cl:1][c:2]1[c:3]([N+:9](=[O:10])[O-:11])[cH:4][c:5]([O:8][CH2:15][c:16]2[cH:17][cH:18][cH:19][cH:20][cH:21]2)[cH:6][cH:7]1.